Dataset: the Open Reaction Database (ORD), a public repository of structured organic reaction records. Task: describe an organic reaction: reactants, conditions, products, and yield As a reaction SMILES: [Cl:1][C:2]1[CH:3]=[C:4]([NH:9][C:10]2[C:15]([C:16]#[N:17])=[CH:14][N:13]=[C:12]3[S:18][C:19]4[CH2:20][N:21](C(OC(C)(C)C)=O)[CH2:22][CH2:23][C:24]=4[C:11]=23)[CH:5]=[CH:6][C:7]=1[F:8].Cl.O1CCOCC1>CC(O)C>[Cl:1][C:2]1[CH:3]=[C:4]([NH:9][C:10]2[C:15]([C:16]#[N:17])=[CH:14][N:13]=[C:12]3[S:18][C:19]4[CH2:20][NH:21][CH2:22][CH2:23][C:24]=4[C:11]=23)[CH:5]=[CH:6][C:7]=1[F:8]. Yields the product ClC=1C=C(C=CC1F)NC1=C2C(=NC=C1C#N)SC=1CNCCC12 (4-[(3-Chloro-4-fluorophenyl)amino]-5,6,7,8-tetrahydrothieno[2,3-b:5,4-c′]dipyridine-3-carbonitrile). Solvent: CC(C)O (2-propanol). Procedure details: tert-Butyl 4-[(3-chloro-4-fluorophenyl)amino]-3-cyano-5,8-dihydrothieno[2,3-b:5,4-c′]dipyridine-7(6H)-carboxylate from Example 54A (250 mg, 0.365 mmol) was dissolved in 2-propanol (2 mL), and 4 M gaseous hydrogen chloride in dioxane (0.18 mL, 0.72 mmol) was added. The mixture was stirred at 80° C. for 1.5 h. The solvent was removed, and the residue was treated with 1 M aqueous sodium hydroxide solution (5 mL). The precipitate was collected by suction filtration, washed with water and dried in va... The yield is 105.4%. Starting materials: Cl (hydrogen chloride), O1CCOCC1 (dioxane), ClC=1C=C(C=CC1F)NC1=C2C(=NC=C1C#N)SC=1CN(CCC12)C(=O)OC(C)(C)C (tert-Butyl 4-[(3-chloro-4-fluorophenyl)amino]-3-cyano-5,8-dihydrothieno[2,3-b:5,4-c′]dipyridine-7(6H)-carboxylate). Run at temperature 80 celsius, time 1.5 hour.